Task: describe an organic reaction: reactants, conditions, products, and yield. Dataset: the Open Reaction Database (ORD), a public repository of structured organic reaction records The reactants are N[C@@H]1[C@@H](CN(CC1)C1=CC(=NC=N1)C(=O)OC)OC (Methyl cis(±)-6-(4-amino-3-methoxypiperidin-1-yl)pyrimidine-4-carboxylate), CCN=C=NCCCN(C)C.Cl (WSC hydrochloride), C=1C=CC2=C(C1)N=NN2O (HOBt), ClC=1N=C(NC1CC)C(=O)O (4-chloro-5-ethyl-1H-imidazole-2-carboxylic acid), ClC=1N=C(NC1CC)C(=O)O (4-Chloro-5-ethyl-1H-imidazole-2-carboxylic acid). The product is ClC=1N=C(NC1CC)C(=O)N[C@@H]1[C@@H](CN(CC1)C1=CC(=NC=N1)C(=O)OC)OC (Methyl cis(±)-6-(4-{[(4-chloro-5-ethyl-1H-imidazol-2-yl)carbonyl]amino}-3-methoxypiperidin-1-yl)pyrimidine-4-carboxylate). RXN SMILES: [NH2:1][C@H:2]1[CH2:7][CH2:6][N:5]([C:8]2[N:13]=[CH:12][N:11]=[C:10]([C:14]([O:16][CH3:17])=[O:15])[CH:9]=2)[CH2:4][C@H:3]1[O:18][CH3:19].[Cl:20][C:21]1[N:22]=[C:23]([C:28](O)=[O:29])[NH:24][C:25]=1[CH2:26][CH3:27].CCN=C=NCCCN(C)C.Cl.C1C=CC2N(O)N=NC=2C=1>>[Cl:20][C:21]1[N:22]=[C:23]([C:28]([NH:1][C@H:2]2[CH2:7][CH2:6][N:5]([C:8]3[N:13]=[CH:12][N:11]=[C:10]([C:14]([O:16][CH3:17])=[O:15])[CH:9]=3)[CH2:4][C@H:3]2[O:18][CH3:19])=[O:29])[NH:24][C:25]=1[CH2:26][CH3:27] |f:2.3|. Reported procedure: The same operation as in Example (1g) was performed using methyl cis(±)-6-(4-amino-3-methoxypiperidin-1-yl)pyrimidine-4-carboxylate obtained in Example (174d) (53.5 mg, 0.2 mmol), 4-chloro-5-ethyl-1H-imidazole-2-carboxylic acid obtained by the method described in Example (1d) (32 mg, 0.18 mmol), WSC hydrochloride (105 mg, 0.55 mmol) and HOBt (24.7 mg, 0.18 mmol), to obtain 62.2 mg of the title compound as a yellow oily substance (81%).